Dataset: the Open Reaction Database (ORD), a public repository of structured organic reaction records. Task: describe an organic reaction: reactants, conditions, products, and yield RXN SMILES: [C:1]([CH3:2])(=[O:3])[O:4][CH:5]1[CH2:6][C:7](=[O:13])[N:8]([CH2:10][C:11]#[CH:12])[CH2:9]1.[CH2:14]1[CH2:15][CH2:16][NH:17][CH2:18][CH2:19]1.[CH3:23][C:24](=[O:25])[OH:26].[Cl-:20].[NH4+:21].[O:27]1[CH2:28][CH2:29][O:30][CH2:31][CH2:32]1.[OH-:22]>>[C:1]([CH3:2])(=[O:3])[O:4][CH:5]1[CH2:6][C:7](=[O:13])[N:8]([CH2:10][C:11]#[C:12][CH2:23][N:17]2[CH2:16][CH2:15][CH2:14][CH2:19][CH2:18]2)[CH2:9]1. The reactants are C#CCN1CC(OC(C)=O)CC1=O, C1CCNCC1, CC(=O)O, [Cl-], [NH4+], C1COCCO1, [OH-]. Yields the product CC(=O)OC1CC(=O)N(CC#CCN2CCCCC2)C1. Reactants: C(N)(=O)C1=C(C(=CN1)C(=O)O)C1=CC=C(C=C1)[N+](=O)[O-] (5-carbamoyl-4-(4-nitrophenyl)-1H-pyrrole-3-carboxylic acid), Cl (hydrogen chloride), [H][H] (hydrogen), solution. Reagents/catalysts: [Pd] (palladium-on-charcoal). The solvent is CO (methanol), O1CCOCC1 (dioxane). The product is Cl.C(N)(=O)C1=C(C(=CN1)C(=O)O)C1=CC=C(C=C1)N (5-carbamoyl-4-(4-aminophenyl)-1H-pyrrole-3-carboxylic acid hydrochloride). RXN SMILES: [C:1]([C:4]1[NH:8][CH:7]=[C:6]([C:9]([OH:11])=[O:10])[C:5]=1[C:12]1[CH:17]=[CH:16][C:15]([N+:18]([O-])=O)=[CH:14][CH:13]=1)(=[O:3])[NH2:2].[H][H].[ClH:23]>CO.O1CCOCC1.[Pd]>[ClH:23].[C:1]([C:4]1[NH:8][CH:7]=[C:6]([C:9]([OH:11])=[O:10])[C:5]=1[C:12]1[CH:17]=[CH:16][C:15]([NH2:18])=[CH:14][CH:13]=1)(=[O:3])[NH2:2] |f:6.7|. Reported procedure: To a suspension of 0.135 g (0.126 mmol) of 10% palladium-on-charcoal in 20 cm3 of methanol is added, at a temperature in the region of 20° C., 0.15 g (0.545 mmol) of 5-carbamoyl-4-(4-nitrophenyl)-1H-pyrrole-3-carboxylic acid. After hydrogenating for 3 hours in an autoclave under 3 bar of hydrogen, at a temperature in the region of 30° C., the reaction mixture is taken up in 5 cm3 of a 4N solution of hydrogen chloride in dioxane, and then filtered. The catalyst is rinsed with twice 2 cm3 of a 4N ... The reactants are C=CCc1ccc(CC(NC(=O)OC(C)(C)C)C(=O)OC)cc1, Cl, [Li+], C1COCCO1, [OH-], O. Product: C=CCc1ccc(CC(NC(=O)OC(C)(C)C)C(=O)O)cc1. Reaction SMILES: [CH2:1]([CH:2]=[CH2:3])[c:4]1[cH:5][cH:6][c:7]([CH2:10][CH:11]([C:12](=[O:13])[O:14][CH3:15])[NH:16][C:17](=[O:18])[O:19][C:20]([CH3:21])([CH3:22])[CH3:23])[cH:8][cH:9]1.[ClH:26].[Li+:24].[O:28]1[CH2:29][CH2:30][O:31][CH2:32][CH2:33]1.[OH-:25].[OH2:27]>>[CH2:1]([CH:2]=[CH2:3])[c:4]1[cH:5][cH:6][c:7]([CH2:10][CH:11]([C:12](=[O:13])[OH:14])[NH:16][C:17](=[O:18])[O:19][C:20]([CH3:21])([CH3:22])[CH3:23])[cH:8][cH:9]1. The yield is 86.7%. The reactants are [Na+].OC(C(=O)[O-])CC (2-hydroxybutyric acid sodium salt), CN(C=O)C (dimethylformamide), [H-].[Na+] (sodium hydride), ClC1=NC(=CC=C1)C(F)(F)F (2-chloro-6-trifluoromethylpyridine). Reaction conditions: temperature 105 celsius, time 10 minute. Solvent: C(Cl)(Cl)Cl (chloroform), O (water). Procedure details: 2-hydroxybutyric acid sodium salt (10 g) was added to dry dimethylformamide (100 ml) and oil free sodium hydride (2 g) added in a single portion with stirring under nitrogen. The reaction mixture was stirred at ambient temperature for 30 minutes and then at about 80° C. for 10 minutes prior to addition of 2-chloro-6-trifluoromethylpyridine (10 g). The reaction mixture was then heated to 100-110° C. for 1 hour. The mixture was poured into an equal volume mixture of water and chloroform (1 liter) ... Product: FC(C1=CC=CC(=N1)OC(C(=O)O)CC)(F)F (2-(6-trifluoromethyl-2-pyridinyloxy)butyric acid). Reaction SMILES: [Na+].[OH:2][CH:3]([CH2:7][CH3:8])[C:4]([O-:6])=[O:5].CN(C)C=O.[H-].[Na+].Cl[C:17]1[CH:22]=[CH:21][CH:20]=[C:19]([C:23]([F:26])([F:25])[F:24])[N:18]=1>C(Cl)(Cl)Cl.O>[F:24][C:23]([F:26])([F:25])[C:19]1[N:18]=[C:17]([O:2][CH:3]([CH2:7][CH3:8])[C:4]([OH:6])=[O:5])[CH:22]=[CH:21][CH:20]=1 |f:0.1,3.4|.